Task: describe an organic reaction: reactants, conditions, products, and yield. Dataset: the Open Reaction Database (ORD), a public repository of structured organic reaction records Reaction SMILES: [Br:1][c:2]1[c:3]([F:16])[cH:4][c:5](-[c:8]2[cH:9][n:10][c:11]([S:14][CH3:15])[n:12][n:13]2)[cH:6][cH:7]1.[CH3:20][CH2:21][OH:22].[NH2:18][NH2:19].[OH2:17]>>[Br:1][c:2]1[c:3]([F:16])[cH:4][c:5](-[c:8]2[cH:9][n:10][c:11]([NH:18][NH2:19])[n:12][n:13]2)[cH:6][cH:7]1. The reactants are CSc1ncc(-c2ccc(Br)c(F)c2)nn1, CCO, NN, O. Yields the product NNc1ncc(-c2ccc(Br)c(F)c2)nn1.